This data is from the Open Reaction Database (ORD), a public repository of structured organic reaction records. The task is: describe an organic reaction: reactants, conditions, products, and yield The reactants are Cl (HCl), BrC=1C=CC(=C(C1)C(C)=O)O (1-(5-bromo-2-hydroxyphenyl)ethanone), FC(OC1=CC=C(C=O)C=C1)(F)F (4-(trifluoromethoxy)benzaldehyde), [OH-].[Na+] (NaOH). The solvent is C(C)OCC (Ethoxyethane), O (water), CCO (EtOH), O (H2O). Run at time 8 hour. Yields the product BrC=1C=CC(=C(C1)C(\C=C\C1=CC=C(C=C1)OC(F)(F)F)=O)O ((E)-1-(5-bromo-2-hydroxyphenyl)-3-(4-(trifluoromethoxy)phenyl)prop-2-en-1-one). Isolated yield 83.0%. As a reaction SMILES: [Br:1][C:2]1[CH:3]=[CH:4][C:5]([OH:11])=[C:6]([C:8](=[O:10])[CH3:9])[CH:7]=1.[F:12][C:13]([F:24])([F:23])[O:14][C:15]1[CH:22]=[CH:21][C:18]([CH:19]=O)=[CH:17][CH:16]=1.[OH-].[Na+].Cl>CCO.O.C(OCC)C>[Br:1][C:2]1[CH:3]=[CH:4][C:5]([OH:11])=[C:6]([C:8](=[O:10])/[CH:9]=[CH:19]/[C:18]2[CH:21]=[CH:22][C:15]([O:14][C:13]([F:12])([F:23])[F:24])=[CH:16][CH:17]=2)[CH:7]=1 |f:2.3|. Procedure details: To a solution of 1-(5-bromo-2-hydroxyphenyl)ethanone (20 g, 93.4 mmol) in EtOH (114 mL) and H2O (6 mL) was added 4-(trifluoromethoxy)benzaldehyde (17.75 g, 93.4 mmol) and NaOH (33.6 g, 840.6 mmol). The reaction mixture was stirred overnight. Ethoxyethane was added to the mixture and filtered to give a residue. The residue was dissolved in water and acidified by 1 M HCl to give a solid. The solid was collected by filtration to give (E)-1-(5-bromo-2-hydroxyphenyl)-3-(4-(trifluoromethoxy)phenyl)pro... Reactants: O=C(O)C(F)(F)F, O, CC1(C)OC2C(COS(N)(=O)=O)OC(n3cnc4c(NC(=O)c5ccccc5)ncnc43)C2O1. Product: NS(=O)(=O)OCC1OC(n2cnc3c(NC(=O)c4ccccc4)ncnc32)C(O)C1O. RXN SMILES: [F:1][C:2]([F:3])([F:4])[C:5]([OH:6])=[O:7].[OH2:8].[S:9]([NH2:10])([O:11][CH2:12][CH:13]1[O:14][CH:15]([n:23]2[c:24]3[n:25][cH:26][n:27][c:28]([NH:32][C:33]([c:34]4[cH:35][cH:36][cH:37][cH:38][cH:39]4)=[O:40])[c:29]3[n:30][cH:31]2)[CH:16]2[O:17][C:18]([CH3:21])([CH3:22])[O:19][CH:20]12)(=[O:41])=[O:42]>>[S:9]([NH2:10])([O:11][CH2:12][CH:13]1[O:14][CH:15]([n:23]2[c:24]3[n:25][cH:26][n:27][c:28]([NH:32][C:33]([c:34]4[cH:35][cH:36][cH:37][cH:38][cH:39]4)=[O:40])[c:29]3[n:30][cH:31]2)[CH:16]([OH:17])[CH:20]1[OH:19])(=[O:41])=[O:42]. Starting materials: NC1=CC=C2COC(C2=C1)=C1C(NC2=CC=CC=C12)=O (3-(6-Amino-3H-isobenzofuran-1-ylidene)-1,3-dihydro-indol-2-one), BrCCCO (3-bromo-1-propanol). The reagents and catalysts are S(=O)(=O)([O-])[O-].[Ag+2] (silver sulfate). Run in CN(C)C=O (DMF). Reaction conditions: temperature 120 celsius. Product: OCCCNC1=CC=C2COC(C2=C1)=C1C(NC2=CC=CC=C12)=O (3-[6-(3-Hydroxy-propylamino)-3H-isobenzofuran-1-ylidene]-1,3-dihydro-indol-2-one). Isolated yield 9.8%. As a reaction SMILES: [NH2:1][C:2]1[CH:10]=[C:9]2[C:5]([CH2:6][O:7][C:8]2=[C:11]2[C:19]3[C:14](=[CH:15][CH:16]=[CH:17][CH:18]=3)[NH:13][C:12]2=[O:20])=[CH:4][CH:3]=1.Br[CH2:22][CH2:23][CH2:24][OH:25]>CN(C=O)C.S([O-])([O-])(=O)=O.[Ag+2]>[OH:25][CH2:24][CH2:23][CH2:22][NH:1][C:2]1[CH:10]=[C:9]2[C:5]([CH2:6][O:7][C:8]2=[C:11]2[C:19]3[C:14](=[CH:15][CH:16]=[CH:17][CH:18]=3)[NH:13][C:12]2=[O:20])=[CH:4][CH:3]=1 |f:3.4|. Procedure details: A mixture of 3-(6-Amino-3H-isobenzofuran-1-ylidene)-1,3-dihydro-indol-2-one (25.0 mg, 0.095 mmol), 3-bromo-1-propanol (85.5 μL, 0.946 mmol), and silver sulfate (59.0 mg, 0.189 mmol) in 0.8 mL DMF was heated at 120° C. for 1.5 h. The mixture was partitioned between EtOAc and H2O and the organic layer separated from the silver salts. The solution was washed with H2O, brine and then dried with Na2SO4. Concentrating the solution in vacuo gave a residue which was purified by chromatography (silica ge... The reactants are C(O)(=O)OCC[N+](C)(C)C (choline carbonate), C(C=1C(O)=CC=CC1)(=O)O (salicylic acid), S(=O)([O-])[O-].[Na+].[Na+] (sodium sulfite). Yields the product S(=O)([O-])[O-].[Na+].C(C=1C(O)=CC=CC1)(=O)OCC[N+](C)(C)C (choline salicylate sodium sulfite). RXN SMILES: [C:1]([O:4][CH2:5][CH2:6][N+:7]([CH3:10])([CH3:9])[CH3:8])(=O)[OH:2].C(O)(=O)[C:12]1[C:13](=[CH:15][CH:16]=[CH:17][CH:18]=1)[OH:14].[S:21]([O-:24])([O-:23])=[O:22].[Na+:25].[Na+]>>[S:21]([O-:24])([O-:23])=[O:22].[Na+:25].[C:1]([O:4][CH2:5][CH2:6][N+:7]([CH3:10])([CH3:9])[CH3:8])(=[O:2])[C:12]1[C:13](=[CH:15][CH:16]=[CH:17][CH:18]=1)[OH:14] |f:2.3.4,5.6.7|. Procedure: To an aqueous solution containing 28.5 grams of choline carbonate is added 13.8 grams of salicylic acid and 12.6 grams of sodium sulfite. The mixture is stirred until complete solution is achieved and the ebullition of gases cease. The solution of choline salicylate sodium sulfite thus formed is sufficiently pure to be used for further pharmaceutical manufacture. The compound choline salicylate sodium sulfite may be obtained by removing the solvent under high vacuum with the aid of gentle warmin... Reaction SMILES: [Cl:1][C:2]1[CH:3]=[N:4][C:5](=[O:8])[NH:6][CH:7]=1.Br[CH2:10][C:11]([C:13]1[CH:18]=[CH:17][CH:16]=[C:15]([O:19][CH3:20])[CH:14]=1)=[O:12]>C(N(CC)CC)C.C(O)C>[Cl:1][C:2]1[CH:3]=[N:4][C:5](=[O:8])[N:6]([CH2:10][C:11]([C:13]2[CH:18]=[CH:17][CH:16]=[C:15]([O:19][CH3:20])[CH:14]=2)=[O:12])[CH:7]=1. Reported procedure: A solution of 5-chloropyrimidin-2-one (504 mg) and 2-bromo-3'-methoxyacetophenone (880 mg) in triethylamine (1 ml) and ethanol (50 ml) was stirred at ambient temperature for 20 hours. After evaporation of solvents, the residue was triturated with water (50 ml). The resulting solid was crystallised from ethyl acetate to give the title pyrimidinone (220 mg,); m.p. 134°-137°; λmaxEtOH 249.5 nm (ε 12660), 317 nm (ε 4070), λinf 334.5 nm (ε2950), 344.5 nm (ε 1990). The product is ClC=1C=NC(N(C1)CC(=O)C1=CC(=CC=C1)OC)=O (5-Chloro-1-(3-methoxyphenacyl)pyrimidin-2-one). Reactants: ClC=1C=NC(NC1)=O (5-chloropyrimidin-2-one), BrCC(=O)C1=CC(=CC=C1)OC (2-bromo-3'-methoxyacetophenone). The solvent is C(C)N(CC)CC (triethylamine), C(C)O (ethanol). Isolated yield 20.5%. Starting materials: BrC1=NC=CC(=C1)C1=C(N=C(S1)NC(C1=C(C=CC=C1F)F)=O)C (N-[5-(2-Bromo-pyridin-4-yl)-4-methyl-thiazol-2-yl]-2,6-difluoro-benzamide), [H][H] (hydrogen). Reagents/catalysts: [Pd] (Pd/C). Run in C(C)O (ethanol). The product is Br.FC1=C(C(=O)NC=2SC(=C(N2)C)C2=CC=NC=C2)C(=CC=C1)F (2,6-Difluoro-N-(4-methyl-5-(pyridin-4-yl)thiazol-2-yl)benzamide hydrobromide). RXN SMILES: [Br:1][C:2]1[CH:7]=[C:6]([C:8]2[S:12][C:11]([NH:13][C:14](=[O:23])[C:15]3[C:20]([F:21])=[CH:19][CH:18]=[CH:17][C:16]=3[F:22])=[N:10][C:9]=2[CH3:24])[CH:5]=[CH:4][N:3]=1.[H][H]>C(O)C.[Pd]>[BrH:1].[F:22][C:16]1[CH:17]=[CH:18][CH:19]=[C:20]([F:21])[C:15]=1[C:14]([NH:13][C:11]1[S:12][C:8]([C:6]2[CH:5]=[CH:4][N:3]=[CH:2][CH:7]=2)=[C:9]([CH3:24])[N:10]=1)=[O:23] |f:4.5|. Reported procedure: Into a solution of Compound 27 (21.0 mg, 0.05 mmol) in ethanol (2.0 mL) was added 10% Pd/C (10.0 mg). The mixture was stirred under 1 atmosphere of hydrogen for overnight. The mixture was filtered through a short plug of silica to give Compound 54, 19.4 mg, 92%) as a white solid.